From a dataset of the Open Reaction Database (ORD), a public repository of structured organic reaction records. describe an organic reaction: reactants, conditions, products, and yield Reactants: P(=O)(Cl)(Cl)Cl (phosphorus oxychloride), C(C(C)C)N1C=NC=2C=[N+](C=3C=CC=CC3C21)[O-] (1-Isobutyl-1H-imidazo[4,5-c]quinolin-5-oxide), [OH-].[NH4+] (ammonium hydroxide). Run in CN(C=O)C (N,N-dimethylformamide). Conditions: time 30 minute. Product: ClC1=NC=2C=CC=CC2C2=C1N=CN2CC(C)C (4-chloro-1-isobutyl-1H-imidazo[4,5-c]quinoline). Isolated yield 89.9%. RXN SMILES: P(Cl)(Cl)([Cl:3])=O.[CH2:6]([N:10]1[C:22]2[C:21]3[CH:20]=[CH:19][CH:18]=[CH:17][C:16]=3[N+:15]([O-])=[CH:14][C:13]=2[N:12]=[CH:11]1)[CH:7]([CH3:9])[CH3:8].[OH-].[NH4+]>CN(C)C=O>[Cl:3][C:14]1[C:13]2[N:12]=[CH:11][N:10]([CH2:6][CH:7]([CH3:9])[CH3:8])[C:22]=2[C:21]2[CH:20]=[CH:19][CH:18]=[CH:17][C:16]=2[N:15]=1 |f:2.3|. Reported procedure: To 40 ml of cold N,N-dimethylformamide (10°-20° C.) was added slowly 5.9 g (0.0385 mole) of phosphorus oxychloride with swirling, the temperature of the mixture being maintained at 10°-20° C. 1-Isobutyl-1H-imidazo[4,5-c]quinolin-5-oxide (6.2 g; 0.0257 mole) from Step (C) above was added gradually with swirling and cooling. After addition was complete, the solution was allowed to stand at room temperature for about 30 minutes with occasional swirling. The solution was then heated on a steam bath ... Reported procedure: A mixture, under argon, of 2.0 g of product from Example 114, 15 ml of 1N sodium hydroxide, 5.4 ml of 2-chloroethyl-p-toluene sulfonate and 70 ml of 2-butanone is heated at reflux temperature for 18 hours. The mixture is cooled, concentrated in vacuo and the residue partitioned between ethyl acetate and water. The organic layer is washed with saturated sodium chloride, dried, and concentrated in Vacuo to give an oil. The oil is purified by chromatography (silica gel: methylene chloride, 0.5%, 1.... The reactants are C1(CCCCC1)SC(C#N)(CCCCCN1CC2=CC(=C(C=C2CC1)OC)O)C1=CC(=C(C=C1)OC)OC (α-(Cyclohexylthio)-α-(3,4-dimethoxyphenyl)-3,4-dihydro-7-hydroxy-6-methoxy-2(1H)-isoquinolineheptanenitrile), [OH-].[Na+] (sodium hydroxide), ClCCOS(=O)(=O)C1=CC=C(C=C1)C (2-chloroethyl-p-toluene sulfonate). Run in CC(CC)=O (2-butanone). Product: ClCCOC1=C(C=C2CCN(CC2=C1)CCCCCC(C#N)(C1=CC(=C(C=C1)OC)OC)SC1CCCCC1)OC (7-(2-Chloroethoxy)-α-(cyclohexylthio)-α-(3,4-dimethoxyphenyl)-3,4-dihydro-6-methoxy-2(1H)-isoquinolineheptanonitrile). Reaction SMILES: [CH:1]1([S:7][C:8]([C:29]2[CH:34]=[CH:33][C:32]([O:35][CH3:36])=[C:31]([O:37][CH3:38])[CH:30]=2)([CH2:11][CH2:12][CH2:13][CH2:14][CH2:15][N:16]2[CH2:25][CH2:24][C:23]3[C:18](=[CH:19][C:20]([OH:28])=[C:21]([O:26][CH3:27])[CH:22]=3)[CH2:17]2)[C:9]#[N:10])[CH2:6][CH2:5][CH2:4][CH2:3][CH2:2]1.[OH-].[Na+].[Cl:41][CH2:42][CH2:43]OS(C1C=CC(C)=CC=1)(=O)=O>CC(=O)CC>[Cl:41][CH2:42][CH2:43][O:28][C:20]1[CH:19]=[C:18]2[C:23]([CH2:24][CH2:25][N:16]([CH2:15][CH2:14][CH2:13][CH2:12][CH2:11][C:8]([S:7][CH:1]3[CH2:6][CH2:5][CH2:4][CH2:3][CH2:2]3)([C:29]3[CH:34]=[CH:33][C:32]([O:35][CH3:36])=[C:31]([O:37][CH3:38])[CH:30]=3)[C:9]#[N:10])[CH2:17]2)=[CH:22][C:21]=1[O:26][CH3:27] |f:1.2|. Reactants: Cl.C(C)(=O)OC=1C=C2C(=NC=NC2=CC1)Cl (6-acetoxy-4-chloroquinazoline hydrochloride), NC1=CC(=C(C(=O)C2=CC=CC=C2)C=C1)Cl (4-amino-2-chlorobenzophenone). Product: Cl.C(C)(=O)OC=1C=C2C(=NC=NC2=CC1)NC1=CC(=C(C=C1)C(C1=CC=CC=C1)=O)Cl (6-acetoxy-4-(4-benzoyl-3-chloroanilino)quinazoline hydrochloride salt). The yield is 47.0%. As a reaction SMILES: Cl.[C:2]([O:5][C:6]1[CH:7]=[C:8]2[C:13](=[CH:14][CH:15]=1)[N:12]=[CH:11][N:10]=[C:9]2[Cl:16])(=[O:4])[CH3:3].[NH2:17][C:18]1[CH:31]=[CH:30][C:21]([C:22]([C:24]2[CH:29]=[CH:28][CH:27]=[CH:26][CH:25]=2)=[O:23])=[C:20]([Cl:32])[CH:19]=1>>[ClH:16].[C:2]([O:5][C:6]1[CH:7]=[C:8]2[C:13](=[CH:14][CH:15]=1)[N:12]=[CH:11][N:10]=[C:9]2[NH:17][C:18]1[CH:31]=[CH:30][C:21]([C:22](=[O:23])[C:24]2[CH:29]=[CH:28][CH:27]=[CH:26][CH:25]=2)=[C:20]([Cl:32])[CH:19]=1)(=[O:4])[CH3:3] |f:0.1,3.4|. Procedure details: Using an analogous procedure to that described in Example 1, 6-acetoxy-4-chloroquinazoline hydrochloride was reacted with 4-amino-2-chlorobenzophenone to give 6-acetoxy-4-(4-benzoyl-3-chloroanilino)quinazoline hydrochloride salt in 47% yield, m.p. >250° C.; The reactants are CC(C)([O-])C.[K+] (potassium tert-butoxide), C(C)(C)N1C(NCC=2C1=NC(=NC2)NC2=CC=C(C=C2)N2N=CC=C2)=O (1-isopropyl-7-[4-(pyrazol-1-yl)phenylamino]-3,4-dihydro-pyrimido[4,5-d]pyrimidin-2(1H)-one), FC(C(=O)O)(F)F (trifluoroacetic acid), CC(C)([O-])C.[K+] (potassium tert-butoxide). Run in O1CCCC1 (tetrahydrofuran). Run at time 48 hour. Product: C(C)(C)N1C(N=CC=2C1=NC(=NC2)NC2=CC=C(C=C2)N2N=CC=C2)=O (1-Isopropyl-7-[4-(pyrazol-1-yl)phenylamino]pyrimido[4,5-d]pyrimidin-2(1H)-one). The yield is 77.4%. Reaction SMILES: [CH:1]([N:4]1[C:9]2=[N:10][C:11]([NH:14][C:15]3[CH:20]=[CH:19][C:18]([N:21]4[CH:25]=[CH:24][CH:23]=[N:22]4)=[CH:17][CH:16]=3)=[N:12][CH:13]=[C:8]2[CH2:7][NH:6][C:5]1=[O:26])([CH3:3])[CH3:2].FC(F)(F)C(O)=O.CC(C)([O-])C.[K+]>O1CCCC1>[CH:1]([N:4]1[C:9]2=[N:10][C:11]([NH:14][C:15]3[CH:16]=[CH:17][C:18]([N:21]4[CH:25]=[CH:24][CH:23]=[N:22]4)=[CH:19][CH:20]=3)=[N:12][CH:13]=[C:8]2[CH:7]=[N:6][C:5]1=[O:26])([CH3:3])[CH3:2] |f:2.3|. Procedure details: Prepared from 150 mg (0.32 mmol) of 1-isopropyl-7-[4-(pyrazol-1-yl)phenylamino]-3,4-dihydro-pyrimido[4,5-d]pyrimidin-2(1H)-one, trifluoroacetic acid and 218 mg (1.94 mmol) of potassium tert-butoxide in 10 mL of tetrahydrofuran. The reaction mixture is stirred for 48 hours, 50 mg (0.44 mmol) of potassium tert-butoxide is added, and the reaction is continued for 72 hours. After the workup, the semi-solid is triturated in diethyl ether, and the powder is collected and dried to give 86 mg (73%) of t... Reactants: C(C)OCC (diethyl ether), O[C@H](C)[C@@H]1[C@@H]2N(C(=C([C@@H]2C)C2=NC=C3SC=CN32)C(=O)OCC=C)C1=O (allyl (1S,5R,6S)-6-((1R)-1-hydroxyethyl)-2-(imidazo[5,1-b]thiazol-5-yl)-1-methyl-1-carbapen-2-em-3-carboxylate), C1(=CC=CC=C1)P(C1=CC=CC=C1)C1=CC=CC=C1 (triphenylphosphine), C(C)C(C(=O)[O-])CCCC.[K+] (potassium 2-ethylhexanoate), tetrakis-triphenylphosphine palladium (0). Run in ClCCl (dichloromethane), C(C)(=O)OCC (ethyl acetate). Conditions: time 1 hour. Product: O[C@H](C)[C@@H]1[C@@H]2N(C(=C([C@@H]2C)C2=NC=C3SC=CN32)C(=O)[O-])C1=O.[K+] (Potassium (1S,5R,6S)-6-((1R)-1-hydroxyethyl)-2-(imidazo[5,1-b]thiazol-5-yl)-1-methyl-1-carbapen-2-em-3-carboxylate). Yield: 32.7%. As a reaction SMILES: [OH:1][C@@H:2]([C@H:4]1[C:25](=[O:26])[N:6]2[C:7]([C:19]([O:21]CC=C)=[O:20])=[C:8]([C:11]3[N:18]4[C:14]([S:15][CH:16]=[CH:17]4)=[CH:13][N:12]=3)[C@H:9]([CH3:10])[C@H:5]12)[CH3:3].C1(P(C2C=CC=CC=2)C2C=CC=CC=2)C=CC=CC=1.C(C(CCCC)C([O-])=O)C.[K+:56].C(OCC)C>ClCCl.C(OCC)(=O)C>[OH:1][C@@H:2]([C@H:4]1[C:25](=[O:26])[N:6]2[C:7]([C:19]([O-:21])=[O:20])=[C:8]([C:11]3[N:18]4[C:14]([S:15][CH:16]=[CH:17]4)=[CH:13][N:12]=3)[C@H:9]([CH3:10])[C@H:5]12)[CH3:3].[K+:56] |f:2.3,7.8|. Procedure details: To a solution of 40 mg of allyl (1S,5R,6S)-6-((1R)-1-hydroxyethyl)-2-(imidazo[5,1-b]thiazol-5-yl)-1-methyl-1-carbapen-2-em-3-carboxylate in 0.8 ml of dichloromethane and 0.8 ml of ethyl acetate were added under the atmosphere of argon 3.4 mg of triphenylphosphine, 29 mg of potassium 2-ethylhexanoate, 6.4 mg of tetrakis-triphenylphosphine palladium (0), and the mixture was stirred at room temperature for 1 hour. The reaction mixture was poured into diethyl ether, and the resulting precipitate was... Reactants: I(=O)(=O)(=O)[O-].[Na+] (sodium periodate), C1(=CC=CC=C1)C(C(CC)=O)(CC=C)C1=CC=CC=C1 (4,4-diphenyl-6-hepten-3-one), resultant solution. Reagents/catalysts: [Os](=O)(=O)(=O)=O (osmium tetroxide). Solvent: O (Water), O (water), O1CCOCC1 (dioxane), O (water). Conditions: time 16 hour. Yields the product C1(=CC=CC=C1)C(CC=O)(C(CC)=O)C1=CC=CC=C1 (3,3-diphenyl-4-oxo-hexanal). Yield: 17.2%. As a reaction SMILES: [C:1]1([C:7]([C:15]2[CH:20]=[CH:19][CH:18]=[CH:17][CH:16]=2)([CH2:12][CH:13]=C)[C:8](=[O:11])[CH2:9][CH3:10])[CH:6]=[CH:5][CH:4]=[CH:3][CH:2]=1.I([O-])(=O)(=O)=[O:22].[Na+]>O1CCOCC1.O.[Os](=O)(=O)(=O)=O>[C:1]1([C:7]([C:15]2[CH:20]=[CH:19][CH:18]=[CH:17][CH:16]=2)([C:8](=[O:11])[CH2:9][CH3:10])[CH2:12][CH:13]=[O:22])[CH:6]=[CH:5][CH:4]=[CH:3][CH:2]=1 |f:1.2|. Procedure: 4,4-diphenyl-6-hepten-3-one (144 mg) was dissolved in a mixture of dioxane and water (3:1, 11 ml). A 10% aqueous osmium tetroxide solution (0.5 ml) was added. The resultant solution was stirred at room temperature for 5 min. A solution of sodium periodate (550 mg) in water was then added dropwise. The reaction mixture was allowed to stir for 16 hours. Water was added, and the aqueous mixture was extracted with ethyl acetate (3×). The combined extracts were washed with water (once) and dried (MgS... Reactants: O=C([O-])[O-], C1CCNC1, CC#N, Fc1ccc(C(OCCCl)c2ccc(F)cc2)cc1, [K+], [K+]. Product: Fc1ccc(C(OCCN2CCCC2)c2ccc(F)cc2)cc1. Reaction SMILES: [C:20](=[O:21])([O-:22])[O-:23].[CH2:26]1[CH2:27][CH2:28][NH:29][CH2:30]1.[CH3:31][C:32]#[N:33].[F:1][c:2]1[cH:3][cH:4][c:5]([CH:8]([O:9][CH2:10][CH2:11][Cl:12])[c:13]2[cH:14][cH:15][c:16]([F:19])[cH:17][cH:18]2)[cH:6][cH:7]1.[K+:24].[K+:25]>>[F:1][c:2]1[cH:3][cH:4][c:5]([CH:8]([O:9][CH2:10][CH2:11][N:29]2[CH2:28][CH2:27][CH2:26][CH2:30]2)[c:13]2[cH:14][cH:15][c:16]([F:19])[cH:17][cH:18]2)[cH:6][cH:7]1. Reactants: C1(=CC=CC=C1)[C@@H](CC#N)O ((R)-3-phenyl-3-hydroxypropanenitrile), Cl (HCl). Run in C1CCOC1 (THF). The product is C1(=CC=CC=C1)[C@@H](CCN)O ((R)-3-phenyl-3-hydroxypropylamine). Reaction SMILES: [C:1]1([C@H:7]([OH:11])[CH2:8][C:9]#[N:10])[CH:6]=[CH:5][CH:4]=[CH:3][CH:2]=1.Cl>C1COCC1>[C:1]1([C@H:7]([OH:11])[CH2:8][CH2:9][NH2:10])[CH:6]=[CH:5][CH:4]=[CH:3][CH:2]=1. Procedure details: To a THF solution of (R)-3-phenyl-3-hydroxypropanenitrile was slowly added borane THF complex at room temperature and then the resulting solution was refluxed for 2.5 h. After cooling to room temperature methanolic HCl was added to the reaction mixture. Methanol and methyl borate were removed by distillation and the reaction mixture neutralized with sodium hydroxide (5N). Extraction of the mixture with dichloromethane,followed by concentration provided the crystalline (R)-3-phenyl-3-hydroxypropy... As a reaction SMILES: Cl.[C:2]([C:7]1[N:8]=[C:9]([C:13]2[CH:14]=[N:15][CH:16]=[CH:17][CH:18]=2)[NH:10][C:11]=1[NH2:12])([O:4][CH2:5][CH3:6])=[O:3].[N:19]([O-])=O.[Na+].[CH3:23][NH:24][CH3:25].C(=O)([O-])[O-].[Na+].[Na+]>Cl.O>[C:2]([C:7]1[N:8]=[C:9]([C:13]2[CH:14]=[N:15][CH:16]=[CH:17][CH:18]=2)[NH:10][C:11]=1[N:12]=[N:19][N:24]([CH3:25])[CH3:23])([O:4][CH2:5][CH3:6])=[O:3] |f:0.1,2.3,5.6.7|. The reactants are N(=O)[O-].[Na+] (sodium nitrite), Cl.C(=O)(OCC)C=1N=C(NC1N)C=1C=NC=CC1 (4-Carbethoxy-5-amino-2-(3-pyridyl)imidazole hydrochloride), CNC (dimethylamine), C([O-])([O-])=O.[Na+].[Na+] (sodium carbonate). Product: C(=O)(OCC)C=1N=C(NC1N=NN(C)C)C=1C=NC=CC1 (4-Carbethoxy-5-(3,3-dimethyltriazeno)-2-(3-pyridyl) imidazole). Procedure details: 4-Carbethoxy-5-amino-2-(3-pyridyl)imidazole hydrochloride (1.90 gm) was dissolved in 5N hydrochloric acid (10 mls) and the mixture stirred at room temperature. A solution of sodium nitrite (0.5 gm) in water (5 ml) was then added in small portions, and the resulting clear solution stirred for 5 minutes. The mixture was then poured into a vigorously stirred mixture of 30% aqueous dimethylamine (1.0 ml) and 10% aqueous sodium carbonate (20 mls) giving a pale brown precipitate. The crude product was... Run in O (water), Cl (hydrochloric acid). Reactants: C(N)(=O)C=1C=C(OCCN(CC(COC2=CC=C(C=C2)OCCO)O)CC2=CC=CC=C2)C=CC1O (1-[N-[2-(3-carbamoyl-4-hydroxyphenoxy)ethyl]-benzylamino]-3-[4-(2-hydroxyethoxy)phenoxy]-2-propanol), [H][H] (hydrogen). Reagents/catalysts: [Pd] (palladium on carbon). Run in CO (methanol). Yields the product C(N)(=O)C=1C=C(OCCNCC(COC2=CC=C(C=C2)OCCO)O)C=CC1O (1-[2-(3-carbamoyl-4-hydroxyphenoxy)ethylamino]-3-[4-(2-hydroxyethoxy)phenoxy]-2-propanol). Reaction SMILES: [C:1]([C:4]1[CH:5]=[C:6]([CH:33]=[CH:34][C:35]=1[OH:36])[O:7][CH2:8][CH2:9][N:10](CC1C=CC=CC=1)[CH2:11][CH:12]([OH:25])[CH2:13][O:14][C:15]1[CH:20]=[CH:19][C:18]([O:21][CH2:22][CH2:23][OH:24])=[CH:17][CH:16]=1)(=[O:3])[NH2:2].[H][H]>CO.[Pd]>[C:1]([C:4]1[CH:5]=[C:6]([CH:33]=[CH:34][C:35]=1[OH:36])[O:7][CH2:8][CH2:9][NH:10][CH2:11][CH:12]([OH:25])[CH2:13][O:14][C:15]1[CH:20]=[CH:19][C:18]([O:21][CH2:22][CH2:23][OH:24])=[CH:17][CH:16]=1)(=[O:3])[NH2:2]. Procedure: A solution of 23 g of crude 1-[N-[2-(3-carbamoyl-4-hydroxyphenoxy)ethyl]-benzylamino]-3-[4-(2-hydroxyethoxy)phenoxy]-2-propanol in 500 ml of methanol is hydrogenated, under normal conditions, with the addition of 2 g of 5% palladium on carbon catalyst, until hydrogen absorption has ceased. The catalyst is then removed by filtration and the filtrate is concentrated by evaporation under reduced pressure. The crystalline residue is stirred in a mixture of 50 ml of methanol and ether. The crystals s...